The task is: describe an organic reaction: reactants, conditions, products, and yield. This data is from the Open Reaction Database (ORD), a public repository of structured organic reaction records. The reactants are C(#N)C1=C(N(C(=C1)C)CC)C1=CC=C(CN2C(=NC=3C2=NC=CC3C)SCC)C=C1 (3-[4-(3-cyano-1-ethyl-5-methyl-2-pyrrolyl)benzyl]-2-ethylthio-7-methyl-3H-imidazo[4,5-b]pyridine), C[Sn](C)(C)N=[N+]=[N-] (trimethyltin azid). The solvent is C=1(C(=CC=CC1)C)C (xylene). Reaction conditions: temperature 125 celsius, time 24 hour. Product: C(C)N1C(=C(C=C1C)C1=NN=NN1)C1=CC=C(CN2C(=NC=3C2=NC=CC3C)SCC)C=C1 (3-[4-[1-ethyl-5-methyl-3-(1H-tetrazol-5-yl)-2-pyrrolyl]benzyl]-2-ethylthio-7-methyl-3H-imidazo[4,5-b]pyridine). The yield is 87.6%. Reaction SMILES: [C:1]([C:3]1[CH:7]=[C:6]([CH3:8])[N:5]([CH2:9][CH3:10])[C:4]=1[C:11]1[CH:30]=[CH:29][C:14]([CH2:15][N:16]2[C:20]3=[N:21][CH:22]=[CH:23][C:24]([CH3:25])=[C:19]3[N:18]=[C:17]2[S:26][CH2:27][CH3:28])=[CH:13][CH:12]=1)#[N:2].C[Sn]([N:35]=[N+:36]=[N-:37])(C)C>C1(C)C(C)=CC=CC=1>[CH2:9]([N:5]1[C:6]([CH3:8])=[CH:7][C:3]([C:1]2[NH:37][N:36]=[N:35][N:2]=2)=[C:4]1[C:11]1[CH:30]=[CH:29][C:14]([CH2:15][N:16]2[C:20]3=[N:21][CH:22]=[CH:23][C:24]([CH3:25])=[C:19]3[N:18]=[C:17]2[S:26][CH2:27][CH3:28])=[CH:13][CH:12]=1)[CH3:10]. Procedure details: To a mixture of 3-[4-(3-cyano-1-ethyl-5-methyl-2-pyrrolyl)benzyl]-2-ethylthio-7-methyl-3H-imidazo[4,5-b]pyridine (1.52 g) in xylene (15 ml) was added trimethyltin azid (2.26 g) under nitrogen atmosphere, and stirred at 125° C. for 24 hours. The mixture was concentrated in vacuo. To the residue was added methanol and conc. hydrochloric acid (1 ml). The mixture was stirred at ambient temperature for one hour and concentrated in vacuo. The residue was diluted with methanol. The mixture was adjusted... The reactants are S(O)(O)(=O)=O (sulphuric acid), BrC(C(=O)O)C1=C(C=CC=C1)Cl (α-Bromo-2-chlorophenyl acetic acid), CO (methanol), O (water). Yields the product COC(C(C1=C(C=CC=C1)Cl)Br)=O (α-bromo-2-(2-chlorophenyl)acetic acid methyl ester). Reaction SMILES: [Br:1][CH:2]([C:6]1[CH:11]=[CH:10][CH:9]=[CH:8][C:7]=1[Cl:12])[C:3]([OH:5])=[O:4].S(=O)(=O)(O)O.O.[CH3:19]O>>[CH3:19][O:4][C:3](=[O:5])[CH:2]([Br:1])[C:6]1[CH:11]=[CH:10][CH:9]=[CH:8][C:7]=1[Cl:12]. Procedure details: α-Bromo-2-chlorophenyl acetic acid (350.0 gm) was dissolved in methanol (1.18 Liter) and concentrated sulphuric acid (53.20 gm) was added. The reaction mixture was refluxed for 4 hours. After completion of the reaction, the reaction mixture was distilled out to get a syrupy mass. To the residual mass, water (560 ml) was added and the product was extracted into chloroform (560 ml). The chloroform layer was separated and was treated with 10% aqueous sodium bicarbonate solution (1.12 Litre). The ch...